Dataset: the Open Reaction Database (ORD), a public repository of structured organic reaction records. Task: describe an organic reaction: reactants, conditions, products, and yield Starting materials: [Li]CCCC, CCCCCC, C[Si](C)(C)N=C=S, CC(C)NC(C)C, O, c1ccccc1, c1cnc2c(c1)CCCC2. The product is NC(=S)C1CCCc2cccnc21. Reaction SMILES: [CH2:8]([Li:9])[CH2:10][CH2:11][CH3:12].[CH3:13][CH2:14][CH2:15][CH2:16][CH2:17][CH3:18].[CH3:29][Si:30]([CH3:31])([CH3:32])[N:33]=[C:34]=[S:35].[CH:1]([NH:2][CH:3]([CH3:4])[CH3:5])([CH3:6])[CH3:7].[OH2:42].[cH:36]1[cH:37][cH:38][cH:39][cH:40][cH:41]1.[n:19]1[cH:20][cH:21][cH:22][c:23]2[c:28]1[CH2:27][CH2:26][CH2:25][CH2:24]2>>[n:19]1[cH:20][cH:21][cH:22][c:23]2[c:28]1[CH:27]([C:34]([NH2:33])=[S:35])[CH2:26][CH2:25][CH2:24]2. The reactants are ClC1=C(C=CC(=C1)N1C=NC=2C1=NC=CC2)CC(=O)O ((2-chloro-4-imidazo[4,5-b]pyridin-3-yl-phenyl)-acetic acid), C(C)N1CCN(CC1)CC1=C(C=C(C=C1)N)C(F)(F)F (4-(4-ethyl-piperazin-1-ylmethyl)-3-trifluoromethyl-phenylamine). Run in C(Cl)Cl.CO (CH2Cl2 MeOH). The product is ClC1=C(C=CC(=C1)N1C=NC=2C1=NC=CC2)CC(=O)NC2=CC(=C(C=C2)CN2CCN(CC2)CC)C(F)(F)F (2-(2-Chloro-4-imidazo[4,5-b]pyridin-3-yl-phenyl)-N-[4-(4-ethyl-piperazin-1-ylmethyl)-3-trifluoromethyl-phenyl]-acetamide). RXN SMILES: [Cl:1][C:2]1[CH:7]=[C:6]([N:8]2[C:12]3=[N:13][CH:14]=[CH:15][CH:16]=[C:11]3[N:10]=[CH:9]2)[CH:5]=[CH:4][C:3]=1[CH2:17][C:18]([OH:20])=O.[CH2:21]([N:23]1[CH2:28][CH2:27][N:26]([CH2:29][C:30]2[CH:35]=[CH:34][C:33]([NH2:36])=[CH:32][C:31]=2[C:37]([F:40])([F:39])[F:38])[CH2:25][CH2:24]1)[CH3:22]>C(Cl)Cl.CO>[Cl:1][C:2]1[CH:7]=[C:6]([N:8]2[C:12]3=[N:13][CH:14]=[CH:15][CH:16]=[C:11]3[N:10]=[CH:9]2)[CH:5]=[CH:4][C:3]=1[CH2:17][C:18]([NH:36][C:33]1[CH:34]=[CH:35][C:30]([CH2:29][N:26]2[CH2:25][CH2:24][N:23]([CH2:21][CH3:22])[CH2:28][CH2:27]2)=[C:31]([C:37]([F:40])([F:39])[F:38])[CH:32]=1)=[O:20] |f:2.3|. Procedure details: The title compound is prepared as described in Example 1 but using (2-chloro-4-imidazo[4,5-b]pyridin-3-yl-phenyl)-acetic acid (Step 16.1) and 4-(4-ethyl-piperazin-1-ylmethyl)-3-trifluoromethyl-phenylamine (see WO 03/099771). Title compound: ES-MS: 556.9 [M+H]+; single peak at tR=3.36 min (System 1); Rf=0.13 (CH2Cl2/MeOH+1% NH33aq, 9:1).